From a dataset of the Open Reaction Database (ORD), a public repository of structured organic reaction records. describe an organic reaction: reactants, conditions, products, and yield Starting materials: O=C([O-])[O-], CCCc1c(OCC(=O)OCC)ccc(C(C)=O)c1OCCCOCCCBr, CC(C)=O, CN(C)C=O, [K+], [K+], CCCc1c(O)ccc(C(C)=O)c1O. Yields the product CCCc1c(OCCCOCCCOc2c(C(C)=O)ccc(OCC(=O)OCC)c2CCC)ccc(C(C)=O)c1O. As a reaction SMILES: [C:43](=[O:44])([O-:45])[O-:46].[CH2:1]([CH3:2])[O:3][C:4]([CH2:5][O:6][c:7]1[c:8]([CH2:25][CH2:26][CH3:27])[c:9]([O:16][CH2:17][CH2:18][CH2:19][O:20][CH2:21][CH2:22][CH2:23][Br:24])[c:10]([C:13]([CH3:14])=[O:15])[cH:11][cH:12]1)=[O:28].[CH3:49][C:50](=[O:51])[CH3:52].[CH3:53][N:54]([CH3:55])[CH:56]=[O:57].[K+:47].[K+:48].[OH:29][c:30]1[c:31]([C:40]([CH3:41])=[O:42])[cH:32][cH:33][c:34]([OH:39])[c:35]1[CH2:36][CH2:37][CH3:38]>>[CH2:1]([CH3:2])[O:3][C:4]([CH2:5][O:6][c:7]1[c:8]([CH2:25][CH2:26][CH3:27])[c:9]([O:16][CH2:17][CH2:18][CH2:19][O:20][CH2:21][CH2:22][CH2:23][O:39][c:34]2[cH:33][cH:32][c:31]([C:40]([CH3:41])=[O:42])[c:30]([OH:29])[c:35]2[CH2:36][CH2:37][CH3:38])[c:10]([C:13]([CH3:14])=[O:15])[cH:11][cH:12]1)=[O:28]. The reactants are C(CCC)[Li] (n-butyllithium), C1OC(CCCC(C)=O)(C)OC1 (6,6-ethylenedioxy-heptane-2-one), C(CCC)[Li] (n-butyl lithium). The reagents and catalysts are [Br-].C[P+](C1=CC=CC=C1)(C1=CC=CC=C1)C1=CC=CC=C1 (methyl triphenylphosphonium bromide). The solvent is O1CCCC1 (tetrahydrofuran), O1CCCC1 (tetrahydrofuran). Reaction conditions: time 1 hour. The product is C1OC(CCCC(=C)C)(C)OC1 (6,6-ethylenedioxy-2-methyl-hept-1-ene). Isolated yield 38.0%. As a reaction SMILES: [CH2:1]([Li])CCC.[CH2:6]1[CH2:17][O:16][C:8]([CH3:15])([CH2:9][CH2:10][CH2:11][C:12](=O)[CH3:13])[O:7]1>[Br-].C[P+](C1C=CC=CC=1)(C1C=CC=CC=1)C1C=CC=CC=1.O1CCCC1>[CH2:6]1[CH2:17][O:16][C:8]([CH3:15])([CH2:9][CH2:10][CH2:11][C:12]([CH3:1])=[CH2:13])[O:7]1 |f:2.3|. Procedure: To a slurry of methyl triphenylphosphonium bromide (218 g) in anhydrous tetrahydrofuran (1.8 l) cooled to 0° C. is added 1.6 M n-butyllithium (270 ml) and2.6 M n-butyl lithium (37.5 ml). After stirring for 1 hour, 6,6-ethylenedioxy-heptane-2-one (91.3 g) in anhydrous tetrahydrofuran (200 ml) is added dropwise and the mixture stirred for 1.5 hours at room temperature. The reaction mixtures is then filtered and the filter cake washed with ether. The solent is removed via distillation at atmospheri... Starting materials: CN1CCN(c2ccc3cc[nH]c3c2)CC1, Cc1ccccc1, ClCCl, [H-], CC(C)I, [K+], [K+], [Na+], O=C([O-])[O-], CN(C)C=O. The product is CC(C)n1ccc2ccc(N3CCN(C)CC3)cc21. As a reaction SMILES: [CH3:1][N:2]1[CH2:3][CH2:4][N:5]([c:8]2[cH:9][cH:10][c:11]3[cH:12][cH:13][nH:14][c:15]3[cH:16]2)[CH2:6][CH2:7]1.[CH3:29][c:30]1[cH:31][cH:32][cH:33][cH:34][cH:35]1.[Cl:36][CH2:37][Cl:38].[H-:24].[I:25][CH:26]([CH3:27])[CH3:28].[K+:17].[K+:18].[Na+:23].[O-:19][C:20]([O-:21])=[O:22].[O:39]=[CH:40][N:41]([CH3:42])[CH3:43]>>[CH3:1][N:2]1[CH2:3][CH2:4][N:5]([c:8]2[cH:9][cH:10][c:11]3[cH:12][cH:13][n:14]([CH:26]([CH3:27])[CH3:28])[c:15]3[cH:16]2)[CH2:6][CH2:7]1.